Dataset: the Open Reaction Database (ORD), a public repository of structured organic reaction records. Task: describe an organic reaction: reactants, conditions, products, and yield The reactants are CC1(COCCOC2CCCCO2)CCCN(Cc2ccccc2)C1, CO, O=C[O-], [NH4+]. Yields the product CC1(COCCOC2CCCCO2)CCCNC1. RXN SMILES: [CH2:1]([c:2]1[cH:3][cH:4][cH:5][cH:6][cH:7]1)[N:8]1[CH2:9][C:10]([CH2:14][O:15][CH2:16][CH2:17][O:18][CH:19]2[O:20][CH2:21][CH2:22][CH2:23][CH2:24]2)([CH3:25])[CH2:11][CH2:12][CH2:13]1.[CH3:30][OH:31].[CH:26]([O-:27])=[O:28].[NH4+:29]>>[NH:8]1[CH2:9][C:10]([CH2:14][O:15][CH2:16][CH2:17][O:18][CH:19]2[O:20][CH2:21][CH2:22][CH2:23][CH2:24]2)([CH3:25])[CH2:11][CH2:12][CH2:13]1. Product: title compound, FC1=C(C=CC=C1)C1=NCC=2N(C3=C1C=C(C=C3)C#CC3(OC1=C(CC3)C(=C(C(=C1C)C)O)C)C)C(=NN2)C (rac-2-{[6-(2-fluorophenyl)-1-methyl-4H-[1,2,4]triazolo[4,3-a][4,1]benzodiazepin-8-yl]ethynyl}-3,4-dihydro-2,5,7,8-tetramethyl-2H-1-benzopyran-6-ol). Procedure details: The title compound was prepared by coupling 6-(2-fluoro-phenyl)-8-iodo-1-methyl-4H-[1,2,4]triazolo[4,3-a][4,1]benzodiazepine with rac-2-ethynyl-3,4-dihydro-2,5,7,8-tetramethyl-2H-1-benzopyran-6-ol [ref. H. Mayer et al., Helv. Chim. Acta, 67, 650 (1963)]under the conditions described in Example 37. The product was isolated by chromatography over the 50-fold amount of silica gel using 5% (v/v) of ethanol in methylene chloride. The clean fractions containing product were combined and evaporated. Th... Reaction SMILES: [F:1][C:2]1[CH:7]=[CH:6][CH:5]=[CH:4][C:3]=1[C:8]1[C:14]2[CH:15]=[C:16](I)[CH:17]=[CH:18][C:13]=2[N:12]2[C:20]([CH3:23])=[N:21][N:22]=[C:11]2[CH2:10][N:9]=1.[C:24]([C:26]1([CH3:40])[CH2:31][CH2:30][C:29]2[C:32]([CH3:39])=[C:33]([OH:38])[C:34]([CH3:37])=[C:35]([CH3:36])[C:28]=2[O:27]1)#[CH:25].C(O)C>C(Cl)Cl>[F:1][C:2]1[CH:7]=[CH:6][CH:5]=[CH:4][C:3]=1[C:8]1[C:14]2[CH:15]=[C:16]([C:25]#[C:24][C:26]3([CH3:40])[CH2:31][CH2:30][C:29]4[C:32]([CH3:39])=[C:33]([OH:38])[C:34]([CH3:37])=[C:35]([CH3:36])[C:28]=4[O:27]3)[CH:17]=[CH:18][C:13]=2[N:12]2[C:20]([CH3:23])=[N:21][N:22]=[C:11]2[CH2:10][N:9]=1. Run in C(Cl)Cl (methylene chloride). Starting materials: FC1=C(C=CC=C1)C1=NCC=2N(C3=C1C=C(C=C3)I)C(=NN2)C (6-(2-fluoro-phenyl)-8-iodo-1-methyl-4H-[1,2,4]triazolo[4,3-a][4,1]benzodiazepine), C(#C)C1(OC2=C(CC1)C(=C(C(=C2C)C)O)C)C (rac-2-ethynyl-3,4-dihydro-2,5,7,8-tetramethyl-2H-1-benzopyran-6-ol), C(C)O (ethanol). The reactants are C(C#CC)OC1=CC=C(C=C1)S(=O)(=O)N(C)C(C(=O)OC)C1=CC=C(C=C1)O (methyl [{[4-(2-butynyloxy)phenyl]sulfonyl}(methyl)amino](4-hydroxyphenyl)acetate), C([O-])([O-])=O.[K+].[K+] (potassium carbonate), Cl.ClCCN1CCOCC1 (4-(2-chloroethyl)morpholine hydrochloride), [I-].[Na+] (sodium iodide). The solvent is O (water), CC(=O)C (acetone). Product: C(C#CC)OC1=CC=C(C=C1)S(=O)(=O)N(C(C(=O)OC)C1=CC=C(C=C1)OCCN1CCOCC1)C (methyl 2-[{[4-(2-butynyloxy)phenyl]sulfonyl}(methyl)amino]-2-{4-[2-(4-morpholinyl)ethoxy]phenyl}acetate). Isolated yield 48.7%. RXN SMILES: [CH2:1]([O:5][C:6]1[CH:11]=[CH:10][C:9]([S:12]([N:15]([CH:17]([C:22]2[CH:27]=[CH:26][C:25]([OH:28])=[CH:24][CH:23]=2)[C:18]([O:20][CH3:21])=[O:19])[CH3:16])(=[O:14])=[O:13])=[CH:8][CH:7]=1)[C:2]#[C:3][CH3:4].C(=O)([O-])[O-].[K+].[K+].Cl.Cl[CH2:37][CH2:38][N:39]1[CH2:44][CH2:43][O:42][CH2:41][CH2:40]1.[I-].[Na+]>CC(C)=O.O>[CH2:1]([O:5][C:6]1[CH:11]=[CH:10][C:9]([S:12]([N:15]([CH3:16])[CH:17]([C:22]2[CH:23]=[CH:24][C:25]([O:28][CH2:37][CH2:38][N:39]3[CH2:44][CH2:43][O:42][CH2:41][CH2:40]3)=[CH:26][CH:27]=2)[C:18]([O:20][CH3:21])=[O:19])(=[O:14])=[O:13])=[CH:8][CH:7]=1)[C:2]#[C:3][CH3:4] |f:1.2.3,4.5,6.7|. Procedure: To a solution of 0.25 g (0.620 mmol) of methyl [{[4-(2-butynyloxy)phenyl]sulfonyl}(methyl)amino](4-hydroxyphenyl)acetate in 10 mL of acetone was added 0.342 g of potassium carbonate, 0.231 g (1.241 mmol) of 4-(2-chloroethyl)morpholine hydrochloride and 1 equivalent of sodium iodide. The reaction was heated to reflux for 5 h, diluted with water and extracted with chloroform. The organics were dried over sodium sulfate, filtered and concentrated in vacuo. The residue was chromatographed on silica ... The reactants are [H-].[Na+] (sodium hydride), CC1=NNC(=C1)C (3,5-dimethylpyrazole), COC1=CC=C(CCl)C=C1 (4-methoxybenzyl chloride). Solvent: [Cl-].[NH4+] (ammonium chloride), CN(C=O)C (N,N-dimethylformamide). Run at temperature 0 celsius, time 10 minute. Product: COC1=CC=C(CN2N=C(C=C2C)C)C=C1 (1-(4-methoxybenzyl)-3,5-dimethyl-1H-pyrazole). Isolated yield 91.7%. As a reaction SMILES: [CH3:1][C:2]1[CH:6]=[C:5]([CH3:7])[NH:4][N:3]=1.[H-].[Na+].[CH3:10][O:11][C:12]1[CH:19]=[CH:18][C:15]([CH2:16]Cl)=[CH:14][CH:13]=1>CN(C)C=O.[Cl-].[NH4+]>[CH3:10][O:11][C:12]1[CH:19]=[CH:18][C:15]([CH2:16][N:3]2[C:2]([CH3:1])=[CH:6][C:5]([CH3:7])=[N:4]2)=[CH:14][CH:13]=1 |f:1.2,5.6|. Reported procedure: Dissolve 3,5-dimethylpyrazole (0.331 g, 3.44 mmol) in N,N-dimethylformamide (7 mL) and add sodium hydride (0.165 g, 4.13 mmol). After 10 min., cool to 0° C. and add 4-methoxybenzyl chloride (0.654 mL, 4.82 mmol) dropwise. Stir the mixture at 25° C. for 18 hr. then dilute with saturated ammonium chloride. Extract with ethyl acetate 3 times, dry (sodium sulfate), filter, concentrate and purify (silica gel chromatography, eluting with 40:60 hexanes:ethyl acetate), to give 1-(4-methoxybenzyl)-3,5-di... The reactants are [Si](C)(C)(C(C)(C)C)O[C@@H](CO[C@H](C)C1=C(C=CC=C1)CCO)CN1[C@@H](CCC1)CC1=CC(=C(C=C1)C)F (2-{2-[(1R)-1-({(2R)-2-{[Tert-butyl(dimethyl)silyl]oxy}-3-[(2S)-2-(3-fluoro-4-methylbenzyl)pyrrolidin-1-yl]propyl}oxy)ethyl]phenyl}ethanol), C(C)O (Ethanol), Example 180 ( 180d ), C(C)OC(C=[N+]=[N-])=O (ethyldiazoacetate). Reagents/catalysts: CC(=O)[O-].CC(=O)[O-].CC(=O)[O-].CC(=O)[O-].[Rh+2].[Rh+2] (rhodium diacetate dimer). Solvent: C(Cl)Cl (methylene chloride). Reaction conditions: time 1.5 hour. Product: [Si](C)(C)(C(C)(C)C)O[C@@H](CO[C@H](C)C1=C(C=CC=C1)CCOCC(=O)OCC)CN1[C@@H](CCC1)CC1=CC(=C(C=C1)C)F (Ethyl (2-{2-[(1R)-1-({(2R)-2-{[tert-butyl(dimethyl)silyl]oxy}-3-[(2S)-2-(3-fluoro-4-methylbenzyl)pyrrolidin-1-yl]propyl}oxy)ethyl]phenyl}ethoxy)acetate). Isolated yield 89.0%. Reaction SMILES: [Si:1]([O:8][C@H:9]([CH2:23][N:24]1[CH2:28][CH2:27][CH2:26][C@H:25]1[CH2:29][C:30]1[CH:35]=[CH:34][C:33]([CH3:36])=[C:32]([F:37])[CH:31]=1)[CH2:10][O:11][C@@H:12]([C:14]1[CH:19]=[CH:18][CH:17]=[CH:16][C:15]=1[CH2:20][CH2:21][OH:22])[CH3:13])([C:4]([CH3:7])([CH3:6])[CH3:5])([CH3:3])[CH3:2].[CH2:38]([O:40][C:41](=[O:45])[CH:42]=[N+]=[N-])[CH3:39].C(O)C>C(Cl)Cl.CC([O-])=O.CC([O-])=O.CC([O-])=O.CC([O-])=O.[Rh+2].[Rh+2]>[Si:1]([O:8][C@H:9]([CH2:23][N:24]1[CH2:28][CH2:27][CH2:26][C@H:25]1[CH2:29][C:30]1[CH:35]=[CH:34][C:33]([CH3:36])=[C:32]([F:37])[CH:31]=1)[CH2:10][O:11][C@@H:12]([C:14]1[CH:19]=[CH:18][CH:17]=[CH:16][C:15]=1[CH2:20][CH2:21][O:22][CH2:42][C:41]([O:40][CH2:38][CH3:39])=[O:45])[CH3:13])([C:4]([CH3:7])([CH3:6])[CH3:5])([CH3:3])[CH3:2] |f:4.5.6.7.8.9|. Procedure: 2-{2-[(1R)-1-({(2R)-2-{[Tert-butyl(dimethyl)silyl]oxy}-3-[(2S)-2-(3-fluoro-4-methylbenzyl)pyrrolidin-1-yl]propyl}oxy)ethyl]phenyl}ethanol (545 mg, 1.03 mmol), which had been obtained in Example 180 (180d), was dissolved in methylene chloride (5 mL), added with rhodium diacetate dimer (46 mg, 0.10 mmol) and ethyldiazoacetate (267 μL, 2.58 mmol) at 0° C., and stirred for 1.5 hours. Ethanol was added to the reaction solution to terminate the reaction. The solvent was distilled off under reduced pre... Reactants: BrC1=C[C@H]([C@@H]([C@@H]([C@@H]1O)O)NC(C)=O)OC(CC)CC (N-[(1R,2R,5S,6S)-4-bromo-2-(1-ethylpropoxy)-5,6-dihydroxycyclohex-3-en-1-yl]acetamide), C(C)(=O)OC(C(=O)Br)(C)C (α-acetoxyisobutyryl bromide), C1CCOC1 (THF). Run at time 30 minute. Yields the product C(C)(=O)O[C@@H]1[C@H](C(=C[C@H]([C@@H]1NC(C)=O)OC(CC)CC)Br)Br ((1S,2R,5R,6S)-6-acetamido-2,3-dibromo-5-(1-ethyl-propoxy)-cyclohex-3-en-1-yl acetate). Reaction SMILES: [Br:1][C:2]1[C@@H:7](O)[C@@H:6]([OH:9])[C@@H:5]([NH:10][C:11](=[O:13])[CH3:12])[C@H:4]([O:14][CH:15]([CH2:18][CH3:19])[CH2:16][CH3:17])[CH:3]=1.C(OC(C)(C)C([Br:27])=O)(=O)C.C1C[O:33][CH2:32][CH2:31]1>>[C:32]([O:9][C@H:6]1[C@@H:5]([NH:10][C:11](=[O:13])[CH3:12])[C@H:4]([O:14][CH:15]([CH2:18][CH3:19])[CH2:16][CH3:17])[CH:3]=[C:2]([Br:1])[C@@H:7]1[Br:27])(=[O:33])[CH3:31]. Procedure details: To a stirred solution of diol 23 (7.42 g, 22.1 mmol) in THF (150 mL) at 0° C. under nitrogen atmosphere, α-acetoxyisobutyryl bromide (4.1 mL, 27.8 mmol) was added dropwise over a period of 10 min. The reaction mixture was stirred at same temperature for 30 min, and warmed to room temperature with stirring for 3.5 h. The solvent was evaporated, and the residual oil was partitioned between EtOAc (200 mL) and 5% aqueous NaHCO3 (50 mL). The organic layer was washed with water (100 mL), dried over Mg... Starting materials: [BH4-], CC(=O)O, CO, [Na+], COC(=O)C1CCC(=CC=O)CC1. Yields the product COC(=O)C1CCC(=CCO)CC1. Reaction SMILES: [BH4-:16].[CH3:18][C:19](=[O:20])[OH:21].[CH3:1][OH:2].[Na+:17].[O:3]=[CH:4][CH:5]=[C:6]1[CH2:7][CH2:8][CH:9]([C:12](=[O:13])[O:14][CH3:15])[CH2:10][CH2:11]1>>[OH:3][CH2:4][CH:5]=[C:6]1[CH2:7][CH2:8][CH:9]([C:12](=[O:13])[O:14][CH3:15])[CH2:10][CH2:11]1. Starting materials: O=C1N(C(CC1)=O)OC(C1=CC=C(C=C1)Br)=O (4-bromobenzoic acid-2,5-dioxo-pyrrolidin-1-yl ester), N1[C@@H](CCC1)CN1CCCC1 ((S)-(+)-1-(2-pyrrolidinylmethyl)pyrrolidine). Run in O1CCCC1 (tetrahydrofuran). Product: BrC1=CC=C(C=C1)C(=O)N1[C@@H](CCC1)CN1CCCC1 ((4-Bromo-phenyl)-(2-(S)-pyrrolidin-1-ylmethyl-pyrrolidin-yl)methanone). The yield is 71.0%. As a reaction SMILES: O=C1CCC(=O)N1O[C:9](=[O:17])[C:10]1[CH:15]=[CH:14][C:13]([Br:16])=[CH:12][CH:11]=1.[NH:18]1[CH2:22][CH2:21][CH2:20][C@H:19]1[CH2:23][N:24]1[CH2:28][CH2:27][CH2:26][CH2:25]1>O1CCCC1>[Br:16][C:13]1[CH:12]=[CH:11][C:10]([C:9]([N:18]2[CH2:22][CH2:21][CH2:20][C@H:19]2[CH2:23][N:24]2[CH2:28][CH2:27][CH2:26][CH2:25]2)=[O:17])=[CH:15][CH:14]=1. Procedure details: To a stirring solution of 4-bromobenzoic acid-2,5-dioxo-pyrrolidin-1-yl ester (3.5 g, 11.7 mmol) [CAS: 80586-82-9] in tetrahydrofuran (0.15M), is added (S)-(+)-1-(2-pyrrolidinylmethyl)pyrrolidine (1.9 mL, 11.7 mmol) and the mixture heated to reflux for 4 h. The reaction is allowed to cool to room temperature and washed with water while extracting with 10% isopropanol/dichloromethane. The organic portion is dried with sodium sulfate, filtered; and concentrated in vacuo. The resulting residue is p...